Dataset: the Open Reaction Database (ORD), a public repository of structured organic reaction records. Task: describe an organic reaction: reactants, conditions, products, and yield Starting materials: O=C([O-])[O-], C1CCOC1, CNC, CC(=O)O, CN=c1sc(C=O)c(CN2CCN(C(=O)OC(C)(C)C)CC2)n1C, ClCCCl, [K+], [K+]. Yields the product CN=c1sc(CN(C)C)c(CN2CCN(C(=O)OC(C)(C)C)CC2)n1C. RXN SMILES: [C:28](=[O:29])([O-:30])[O-:31].[CH2:34]1[O:35][CH2:36][CH2:37][CH2:38]1.[CH3:25][NH:26][CH3:27].[CH3:43][C:44](=[O:45])[OH:46].[CH:1](=[O:2])[c:3]1[c:4]([CH2:11][N:12]2[CH2:13][CH2:14][N:15]([C:18](=[O:19])[O:20][C:21]([CH3:22])([CH3:23])[CH3:24])[CH2:16][CH2:17]2)[n:5]([CH3:10])[c:6](=[N:8][CH3:9])[s:7]1.[Cl:39][CH2:40][CH2:41][Cl:42].[K+:32].[K+:33]>>[CH2:1]([c:3]1[c:4]([CH2:11][N:12]2[CH2:13][CH2:14][N:15]([C:18](=[O:19])[O:20][C:21]([CH3:22])([CH3:23])[CH3:24])[CH2:16][CH2:17]2)[n:5]([CH3:10])[c:6](=[N:8][CH3:9])[s:7]1)[N:26]([CH3:25])[CH3:27]. The reactants are [Al+3], C=C1C=CC=C1C12CCC(CC1)C2, CCOCC, Cl, [H-], [H-], [H-], [H-], [Li+], C1CCOC1, O. Yields the product C1=CCC(C23CCC(CC2)C3)=C1. As a reaction SMILES: [Al+3:15].[C:1]12([C:8]3=[CH:9][CH:10]=[CH:11][C:12]3=[CH2:13])[CH2:2][CH2:3][CH:4]([CH2:5][CH2:6]1)[CH2:7]2.[CH3:27][CH2:28][O:29][CH2:30][CH3:31].[ClH:21].[H-:14].[H-:17].[H-:18].[H-:19].[Li+:16].[O:22]1[CH2:23][CH2:24][CH2:25][CH2:26]1.[OH2:20]>>[C:1]12([C:8]3=[CH:9][CH:10]=[CH:11][CH2:12]3)[CH2:2][CH2:3][CH:4]([CH2:5][CH2:6]1)[CH2:7]2. Reactants: C1(=CC=CC=C1)CC(=O)N[C@@H](C)C(=O)O (N-(phenylacetyl)-L-alanine), Cl.COC([C@@H](N)[C@@H](C)CC)=O (L-isoleucine methyl ester hydrochloride). As a reaction SMILES: [C:1]1([CH2:7][C:8]([NH:10][C@H:11]([C:13]([OH:15])=O)[CH3:12])=[O:9])[CH:6]=[CH:5][CH:4]=[CH:3][CH:2]=1.Cl.[CH3:17][O:18][C:19](=[O:26])[C@H:20]([C@H:22]([CH2:24][CH3:25])[CH3:23])[NH2:21]>>[CH3:17][O:18][C:19](=[O:26])[C@H:20]([C@H:22]([CH2:24][CH3:25])[CH3:23])[NH:21][C:13](=[O:15])[C@H:11]([CH3:12])[NH:10][C:8](=[O:9])[CH2:7][C:1]1[CH:2]=[CH:3][CH:4]=[CH:5][CH:6]=1 |f:1.2|. Run in EtOAc hexanes. Procedure details: Following General Procedure A and using N-(phenylacetyl)-L-alanine (from Example B1 above) and L-isoleucine methyl ester hydrochloride (Sigma), the title compound was prepared. The reaction was monitored by tlc (Rf=0.24 in 50% EtOAc/hexanes). Product: COC([C@@H](NC([C@@H](NC(CC1=CC=CC=C1)=O)C)=O)[C@@H](C)CC)=O (N-[N-(Phenylacetyl)-L-alaninyl]-L-isoleucine Methyl Ester). Reactants: NCCCP(O)(=O)CCCC (3-aminopropyl(n-butyl)phosphinic acid), C([O-])(O)=O.[Na+] (sodium bicarbonate), C(C(C)C)(=O)OC(C)OC(=O)OC1C(=O)NC(C1)=O ([(1-isobutanoyloxyethoxy)carbonyloxy]succinimide). The solvent is O (water), C(C)#N (acetonitrile), C(C)OC(C)=O (ethylacetate). Conditions: time 16 hour. Yields the product C(C(C)C)(=O)OC(C)OC(=O)NCCCP(O)(=O)CCCC (3-{[1-Isobutanoyloxyethoxy]carbonylamino}propyl(n-butyl)phosphinic Acid). As a reaction SMILES: [NH2:1][CH2:2][CH2:3][CH2:4][P:5]([CH2:8][CH2:9][CH2:10][CH3:11])(=[O:7])[OH:6].C(=O)(O)[O-].[Na+].[C:17]([O:22][CH:23]([O:25][C:26](OC1CC(=O)NC1=O)=[O:27])[CH3:24])(=[O:21])[CH:18]([CH3:20])[CH3:19]>O.C(#N)C.C(OC(=O)C)C>[C:17]([O:22][CH:23]([O:25][C:26]([NH:1][CH2:2][CH2:3][CH2:4][P:5]([CH2:8][CH2:9][CH2:10][CH3:11])(=[O:6])[OH:7])=[O:27])[CH3:24])(=[O:21])[CH:18]([CH3:20])[CH3:19] |f:1.2|. Procedure: To a solution of 3-aminopropyl(n-butyl)phosphinic acid (10 mmol) and sodium bicarbonate (20 mmol) in water (40 mL) was added a solution of compound (17) (10 mmol) in acetonitrile (20 mL) over 1 min. The reaction was stirred at ambient temperature for 16 h. The reaction mixture was diluted with ethylacetate (100 mL) and washed with 0.1 M aqueous potassium bisulfate (3×100 μL). The organic phase was separated, dried over anhydrous magnesium sulfate, filtered, and concentrated in vacuo to afford th... Yields the product CCOc1cc(OC)ccc1C#N. The reactants are O=C([O-])[O-], CCO, CCOCC, CCI, [K+], [K+], O, COc1ccc(C#N)c(O)c1. Reaction SMILES: [C:12](=[O:13])([O-:14])[O-:15].[CH3:21][CH2:22][OH:23].[CH3:24][CH2:25][O:26][CH2:27][CH3:28].[I:18][CH2:19][CH3:20].[K+:16].[K+:17].[OH2:29].[OH:1][c:2]1[c:3]([C:4]#[N:5])[cH:6][cH:7][c:8]([O:10][CH3:11])[cH:9]1>>[O:1]([c:2]1[c:3]([C:4]#[N:5])[cH:6][cH:7][c:8]([O:10][CH3:11])[cH:9]1)[CH2:19][CH3:20]. Reactants: F[B-](F)(F)F, CCN(C(C)C)C(C)C, CCCNCc1ccc(F)cc1F, [Na+], CN(C)C=O, O=C(O)CCc1ccc(O)cc1, O=C([O-])O, CN(C)C(On1nnc2ccccc21)=[N+](C)C. Yields the product CCCN(Cc1ccc(F)cc1F)C(=O)CCc1ccc(O)cc1. Reaction SMILES: [B-:26]([F:27])([F:28])([F:29])[F:30].[CH:48]([N:49]([CH2:50][CH3:51])[CH:52]([CH3:53])[CH3:54])([CH3:55])[CH3:56].[F:13][c:14]1[c:15]([CH2:16][NH:17][CH2:18][CH2:19][CH3:20])[cH:21][cH:22][c:23]([F:25])[cH:24]1.[Na+:57].[O:62]=[CH:63][N:64]([CH3:65])[CH3:66].[OH:1][c:2]1[cH:3][cH:4][c:5]([CH2:8][CH2:9][C:10](=[O:11])[OH:12])[cH:6][cH:7]1.[OH:58][C:59](=[O:60])[O-:61].[n:31]1([O:32][C:33]([N:34]([CH3:35])[CH3:36])=[N+:37]([CH3:38])[CH3:39])[c:40]2[cH:41][cH:42][cH:43][cH:44][c:45]2[n:46][n:47]1>>[OH:1][c:2]1[cH:3][cH:4][c:5]([CH2:8][CH2:9][C:10](=[O:12])[N:17]([CH2:16][c:15]2[c:14]([F:13])[cH:24][c:23]([F:25])[cH:22][cH:21]2)[CH2:18][CH2:19][CH3:20])[cH:6][cH:7]1.